This data is from the Open Reaction Database (ORD), a public repository of structured organic reaction records. The task is: describe an organic reaction: reactants, conditions, products, and yield The reactants are C1CCOC1, COC(=O)C1C=C(c2ccc(-c3nc4ccc(C5(c6ccccc6)CC5)nc4s3)c(F)c2)CN1C(=O)OC(C)(C)C, O. Product: COC(=O)C1CC(c2ccc(-c3nc4ccc(C5(c6ccccc6)CC5)nc4s3)c(F)c2)CN1C(=O)OC(C)(C)C. RXN SMILES: [CH2:43]1[O:44][CH2:45][CH2:46][CH2:47]1.[F:1][c:2]1[cH:3][c:4]([C:26]2=[CH:27][CH:28]([C:38](=[O:39])[O:40][CH3:41])[N:29]([C:31](=[O:32])[O:33][C:34]([CH3:35])([CH3:36])[CH3:37])[CH2:30]2)[cH:5][cH:6][c:7]1-[c:8]1[s:9][c:10]2[n:11][c:12]([C:17]3([c:20]4[cH:21][cH:22][cH:23][cH:24][cH:25]4)[CH2:18][CH2:19]3)[cH:13][cH:14][c:15]2[n:16]1.[OH2:42]>>[F:1][c:2]1[cH:3][c:4]([CH:26]2[CH2:27][CH:28]([C:38](=[O:39])[O:40][CH3:41])[N:29]([C:31](=[O:32])[O:33][C:34]([CH3:35])([CH3:36])[CH3:37])[CH2:30]2)[cH:5][cH:6][c:7]1-[c:8]1[s:9][c:10]2[n:11][c:12]([C:17]3([c:20]4[cH:21][cH:22][cH:23][cH:24][cH:25]4)[CH2:18][CH2:19]3)[cH:13][cH:14][c:15]2[n:16]1. Starting materials: [BH4-].[Na+] (NaBH4), [Si](C)(C)(C(C)(C)C)OC=1C=C(C=O)C=CC1 (3-(tert-butyldimethylsilyloxy)benzaldehyde), Cl.N[C@H](C(=O)OC)CO ((S)-methyl 2-amino-3-hydroxypropanoate hydrochloride), [O-]S(=O)(=O)[O-].[Mg+2] (MgSO4). Run in C(Cl)Cl (DCM), C(C)N(CC)CC (triethyl amine). Conditions: time 36 hour. Yields the product [Si](C)(C)(C(C)(C)C)OC=1C=C(CN[C@H](C(=O)OC)CO)C=CC1 ((S)-methyl 2-(3-(tert-butyldimethylsilyloxy)benzylamino)-3-hydroxypropanoate). Yield: 96.2%. As a reaction SMILES: [Si:1]([O:8][C:9]1[CH:10]=[C:11]([CH:14]=[CH:15][CH:16]=1)[CH:12]=O)([C:4]([CH3:7])([CH3:6])[CH3:5])([CH3:3])[CH3:2].Cl.[NH2:18][C@@H:19]([CH2:24][OH:25])[C:20]([O:22][CH3:23])=[O:21].[O-]S([O-])(=O)=O.[Mg+2].[BH4-].[Na+]>C(Cl)Cl.C(N(CC)CC)C>[Si:1]([O:8][C:9]1[CH:10]=[C:11]([CH:14]=[CH:15][CH:16]=1)[CH2:12][NH:18][C@@H:19]([CH2:24][OH:25])[C:20]([O:22][CH3:23])=[O:21])([C:4]([CH3:7])([CH3:6])[CH3:5])([CH3:3])[CH3:2] |f:1.2,3.4,5.6|. Procedure details: To a solution of 3-(tert-butyldimethylsilyloxy)benzaldehyde (Example 12-1c) 1.52 g (6.43 mmol), triethyl amine (5 mL) and (S)-methyl 2-amino-3-hydroxypropanoate hydrochloride (1.00 g, 6.43 mmol) in DCM (30 mL) was added MgSO4 and the solution was stirred at RT for 36 h. MgSO4 was then filtered off and DCM was removed under vacuum. The residue was dissolved in dry MeOH (40 mL), cooled to 0° C. and treated in small portions with NaBH4 (1.2 equiv.). The mixture was stirred at 0° C. for 3 h, quenche... Starting materials: CN(CCNC(=O)OC(C)(C)C)c1ccccn1, ClCCl, O=C(O)C(F)(F)F. Product: CN(CCN)c1ccccn1, O=C(O)C(F)(F)F. Reaction SMILES: [CH3:1][N:2]([CH2:3][CH2:4][NH:5][C:6](=[O:7])[O:8][C:9]([CH3:10])([CH3:11])[CH3:12])[c:13]1[n:14][cH:15][cH:16][cH:17][cH:18]1.[Cl:26][CH2:27][Cl:28].[F:19][C:20]([C:21](=[O:22])[OH:23])([F:24])[F:25]>>[CH3:1][N:2]([CH2:3][CH2:4][NH2:5])[c:13]1[n:14][cH:15][cH:16][cH:17][cH:18]1.[F:19][C:20]([C:21](=[O:22])[OH:23])([F:24])[F:25]. The reactants are N(=NC(=O)N1CCNCC1)C(=O)N1CCNCC1 (1,1'-(azodicarbonyl)dipiperazine), N1=CC(=CC2=CC=CC=C12)C=NOCCO (2-(3-quinolylmethyleneaminooxy)ethanol), OC1=CC=C(CC2C(N(C(S2)=O)C(C2=CC=CC=C2)(C2=CC=CC=C2)C2=CC=CC=C2)=O)C=C1 (5-(4-hydroxybenzyl)-3-tritylthiazolidine-2,4-dione), C(CCC)P(CCCC)CCCC (tributylphosphine). Solvent: C1(=CC=CC=C1)C (toluene), O1CCCC1 (tetrahydrofuran). Conditions: time 16 hour. The product is N1=CC(=CC2=CC=CC=C12)C=NOCCOC1=CC=C(CC2C(N(C(S2)=O)C(C2=CC=CC=C2)(C2=CC=CC=C2)C2=CC=CC=C2)=O)C=C1 (5-{4-[2-(3-Quinolylmethyleneaminooxy)ethoxy]-benzyl}-3-tritylthiazolidine-2,4-dione). Yield: 92.5%. Reaction SMILES: N(C(N1CCNCC1)=O)=NC(N1CCNCC1)=O.[N:19]1[C:28]2[C:23](=[CH:24][CH:25]=[CH:26][CH:27]=2)[CH:22]=[C:21]([CH:29]=[N:30][O:31][CH2:32][CH2:33][OH:34])[CH:20]=1.O[C:36]1[CH:68]=[CH:67][C:39]([CH2:40][CH:41]2[S:45][C:44](=[O:46])[N:43]([C:47]([C:60]3[CH:65]=[CH:64][CH:63]=[CH:62][CH:61]=3)([C:54]3[CH:59]=[CH:58][CH:57]=[CH:56][CH:55]=3)[C:48]3[CH:53]=[CH:52][CH:51]=[CH:50][CH:49]=3)[C:42]2=[O:66])=[CH:38][CH:37]=1.C(P(CCCC)CCCC)CCC>C1(C)C=CC=CC=1.O1CCCC1>[N:19]1[C:28]2[C:23](=[CH:24][CH:25]=[CH:26][CH:27]=2)[CH:22]=[C:21]([CH:29]=[N:30][O:31][CH2:32][CH2:33][O:34][C:36]2[CH:68]=[CH:67][C:39]([CH2:40][CH:41]3[S:45][C:44](=[O:46])[N:43]([C:47]([C:60]4[CH:65]=[CH:64][CH:63]=[CH:62][CH:61]=4)([C:54]4[CH:55]=[CH:56][CH:57]=[CH:58][CH:59]=4)[C:48]4[CH:53]=[CH:52][CH:51]=[CH:50][CH:49]=4)[C:42]3=[O:66])=[CH:38][CH:37]=2)[CH:20]=1. Reported procedure: A solution of 0.73 g of 1,1'-(azodicarbonyl)dipiperazine in 10 ml of toluene was added dropwise at room temperature to a suspension of 0.60 g of 2-(3-quinolylmethyleneaminooxy)ethanol (prepared as described in Preparation 3), 1.10 g of 5-(4-hydroxybenzyl)-3-tritylthiazolidine-2,4-dione and 0.72 ml of tributylphosphine in 30 ml of tetrahydrofuran, and the resulting mixture was stirred for 16 hours. At the end of this time, the reaction product was purified by column chromatography through silica ... Starting materials: [I-].[Na+] (Sodiumiodide), COC1=CC=C(C=C1)S(=O)(=O)Cl (4-methoxybenzenesulfonyl chloride). Solvent: CC(=O)C (acetone). Conditions: time 8 hour. The product is COC1=CC=C(C=C1)S(=O)[O-].[Na+] (sodium 4-methoxybenzenesulfinate). Yield: 97.0%. Reaction SMILES: [I-].[Na+:2].[CH3:3][O:4][C:5]1[CH:10]=[CH:9][C:8]([S:11](Cl)(=[O:13])=[O:12])=[CH:7][CH:6]=1>CC(C)=O>[CH3:3][O:4][C:5]1[CH:6]=[CH:7][C:8]([S:11]([O-:13])=[O:12])=[CH:9][CH:10]=1.[Na+:2] |f:0.1,4.5|. Procedure details: Sodiumiodide (21.76 grams, 145.2 mmol) and 4-methoxybenzenesulfonyl chloride (10.0 grams, 48.39 mmol) were combined in dry acetone (dried over MgSO4 and filtered) (200 ml) and stirred at room temperature overnight. Collected fine white solids via suction filtration. Dried on high vacuum giving 9.11 grams of sodium 4-methoxybenzenesulfinate as a pale yellow fine powder (97% yield). Reactants: CN(CCNC(=O)N1CCN(CC1)C1=CC=C(C=C1)F)C (N-[2-(Dimethylamino)ethyl]-4-(4-fluorophenyl)-1-piperazinecarboxamide), C(=O)(N1C=NC=C1)N1C=NC=C1 (1,1'-carbonyldiimidazole), CN(C)CCN (unsym-dimethylethylenediamine), CC1=CC=C(C=C1)N1CCNCC1 (1-(4-methylphenyl)piperazine). Run in O1CCCC1 (tetrahydrofuran). Yields the product CN(CCNC(=O)N1CCN(CC1)C1=CC=C(C=C1)C)C (N-[2-(Dimethylamino)ethyl]-4-(4-methylphenyl)-1-piperazinecarboxamide). Yield: 47.0%. Reaction SMILES: [CH3:1][N:2]([CH3:21])[CH2:3][CH2:4][NH:5][C:6]([N:8]1[CH2:13][CH2:12][N:11]([C:14]2[CH:19]=[CH:18][C:17](F)=[CH:16][CH:15]=2)[CH2:10][CH2:9]1)=[O:7].[C:22](N1C=CN=C1)(N1C=CN=C1)=O.CN(CCN)C.CC1C=CC(N2CCNCC2)=CC=1>O1CCCC1>[CH3:1][N:2]([CH3:21])[CH2:3][CH2:4][NH:5][C:6]([N:8]1[CH2:13][CH2:12][N:11]([C:14]2[CH:19]=[CH:18][C:17]([CH3:22])=[CH:16][CH:15]=2)[CH2:10][CH2:9]1)=[O:7]. Reported procedure: This compound was prepared according to the procedure used to synthesize the compound of Example 11. A mixture of 1.9 g (0.01 mole) of 1,1'-carbonyldiimidazole, 1.0 g (0.01 mole) of unsym-dimethylethylenediamine, and 2.0 g (0.1 mole) of 1-(4-methylphenyl)piperazine in a total volume of 100 ml of tetrahydrofuran gave an oil which solidified. The solid was triturated with petroleum ether (30°-60° C.) to give 1.5 g (47%) of the title compound as a white solid, m.p. 85°-88° C. Starting materials: ClC1=C(C(=NC(=N1)SC)NS(NCC1=CC=CC=C1)(=O)=O)OC1=C(C=CC=C1)OC (Benzylsulfamic acid [6-chloro-5-(2-methoxy-phenoxy)-2-methylsulfanyl-pyrimidin-4-yl]-amide), potassium tert.-butylate, C(CC(O)(C(=O)O)CC(=O)O)(=O)O (citric acid). The solvent is C(CO)O (ethylene glycol). Conditions: temperature 100 celsius, time 40 hour. Product: OCCOC1=C(C(=NC(=N1)SC)NS(NCC1=CC=CC=C1)(=O)=O)OC1=C(C=CC=C1)OC (benzylsulfamic acid [6-(2-hydroxy-ethoxy)-5-(2-methoxy-phenoxy)-2-methylsulfanyl-pyrimidin-4-yl]-amide). As a reaction SMILES: Cl[C:2]1[N:7]=[C:6]([S:8][CH3:9])[N:5]=[C:4]([NH:10][S:11](=[O:21])(=[O:20])[NH:12][CH2:13][C:14]2[CH:19]=[CH:18][CH:17]=[CH:16][CH:15]=2)[C:3]=1[O:22][C:23]1[CH:28]=[CH:27][CH:26]=[CH:25][C:24]=1[O:29][CH3:30].C(O)(=O)C[C:33](CC(O)=O)([C:35](O)=[O:36])[OH:34]>C(O)CO>[OH:34][CH2:33][CH2:35][O:36][C:2]1[N:7]=[C:6]([S:8][CH3:9])[N:5]=[C:4]([NH:10][S:11](=[O:21])(=[O:20])[NH:12][CH2:13][C:14]2[CH:19]=[CH:18][CH:17]=[CH:16][CH:15]=2)[C:3]=1[O:22][C:23]1[CH:28]=[CH:27][CH:26]=[CH:25][C:24]=1[O:29][CH3:30]. Reported procedure: Benzylsulfamic acid [6-chloro-5-(2-methoxy-phenoxy)-2-methylsulfanyl-pyrimidin-4-yl]-amide (1.75 g) was added to a solution of potassium tert.-butylate (1.87 g) in ethylene glycol (30 ml) and stirred at 100° C. for 40 h. The reaction mixture was poured onto water (120 ml), acidified with solid citric acid (1.9 g) and cooled to 0° C. The precipitate was filtered off, washed with water and dried at HV to give benzylsulfamic acid [6-(2-hydroxy-ethoxy)-5-(2-methoxy-phenoxy)-2-methylsulfanyl-pyrimidi... The reactants are C(C=1C(N)=CC=CC1)(=O)[O-] (anthranilate), C1CCOC1 (THF), [H-].[Al+3].[Li+].[H-].[H-].[H-] (lithium aluminium hydride), [H-].[Al+3].[Li+].[H-].[H-].[H-] (lithium aluminium hydride), C1CCOC1 (THF), CCOCC (ether), S(=O)(=O)([O-])[O-].[Na+].[Na+] (sodium sulfate). The product is COCCCNC1=C(CO)C=CC=C1 (2-(3-methoxypropyl)aminobenzyl alcohol). Isolated yield 94.0%. RXN SMILES: [H-].[Al+3].[Li+].[H-].[H-].[H-].[C:7]([O-:16])(=O)[C:8]1[C:9](=[CH:11][CH:12]=[CH:13][CH:14]=1)[NH2:10].S([O-])([O-])(=O)=O.[Na+].[Na+].CCOCC.[CH2:29]1[CH2:33][O:32][CH2:31][CH2:30]1>>[CH3:33][O:32][CH2:31][CH2:30][CH2:29][NH:10][C:9]1[CH:11]=[CH:12][CH:13]=[CH:14][C:8]=1[CH2:7][OH:16] |f:0.1.2.3.4.5,7.8.9|. Procedure: To a suspension of 0.96 g (25.3 mmol) of lithium aluminium hydride in 40 ml of dry THF was dropwise added a solution of 4.0 g (16.9 mmol) of methyl N.(3.methoxypropanoyl) anthranilate in 10 ml of dry THF under chilling with ice for a period of 15 min. The mixture was then heated under reflux for 1 hr. To the resulting mixture, a saturated aqueous sodium sulfate was added under chilling with ice to decompose the excess lithium aluminium hydride. After the addition of 40 ml of ether, insolubles we... Reactants: BrC(Br)(Br)Br, C[Si](C)(C)CCOCOc1cc2ccccc2cc1CO, CC#N, c1ccc(P(c2ccccc2)c2ccccc2)cc1. Product: C[Si](C)(C)CCOCOc1cc2ccccc2cc1CBr. RXN SMILES: [C:22]([Br:23])([Br:24])([Br:25])[Br:26].[CH3:1][Si:2]([CH2:3][CH2:4][O:5][CH2:6][O:7][c:8]1[c:9]([CH2:18][OH:19])[cH:10][c:11]2[cH:12][cH:13][cH:14][cH:15][c:16]2[cH:17]1)([CH3:20])[CH3:21].[CH3:46][C:47]#[N:48].[c:27]1([P:28]([c:29]2[cH:30][cH:31][cH:32][cH:33][cH:34]2)[c:35]2[cH:36][cH:37][cH:38][cH:39][cH:40]2)[cH:41][cH:42][cH:43][cH:44][cH:45]1>>[CH3:1][Si:2]([CH2:3][CH2:4][O:5][CH2:6][O:7][c:8]1[c:9]([CH2:18][Br:23])[cH:10][c:11]2[cH:12][cH:13][cH:14][cH:15][c:16]2[cH:17]1)([CH3:20])[CH3:21]. The reactants are OC1=CC=C(C(=O)OCC)C=C1 (ethyl p-hydroxybenzoate), [H-].[Na+] (sodium hydride), [I-].[Na+] (sodium iodide), C(CCCCCCCCCCCCC)Br (tetradecylbromide). The solvent is CN(C=O)C (dimethylformamide), CN(C=O)C (dimethylformamide), O (water). Reaction conditions: time 67 hour. The product is C(CCCCCCCCCCCCC)OC1=CC=C(C(=O)OCC)C=C1 (Ethyl 4-tetradecyloxybenzoate). Yield: 53.0%. As a reaction SMILES: [H-].[Na+].[I-].[Na+].[CH2:5](Br)[CH2:6][CH2:7][CH2:8][CH2:9][CH2:10][CH2:11][CH2:12][CH2:13][CH2:14][CH2:15][CH2:16][CH2:17][CH3:18].[OH:20][C:21]1[CH:31]=[CH:30][C:24]([C:25]([O:27][CH2:28][CH3:29])=[O:26])=[CH:23][CH:22]=1>CN(C)C=O.O>[CH2:5]([O:20][C:21]1[CH:22]=[CH:23][C:24]([C:25]([O:27][CH2:28][CH3:29])=[O:26])=[CH:30][CH:31]=1)[CH2:6][CH2:7][CH2:8][CH2:9][CH2:10][CH2:11][CH2:12][CH2:13][CH2:14][CH2:15][CH2:16][CH2:17][CH3:18] |f:0.1,2.3|. Reported procedure: To a stirred mixture of about 39.7 g of about 50% sodium hydride, about 13.5 g of sodium iodide and about 208.58 g of tetradecylbromide in about 750 ml of dimethylformamide at about 0° C. was added a solution of about 125 g of ethyl p-hydroxybenzoate in about 400 ml of dimethylformamide over about 1/2 hour. The mixture was stirred at room temperature for about 67 hours and then poured into about 2 liters of water. The solid was collected, washed with water, mixed with hot (about 50° C.) ethyl ac...